Dataset: the Open Reaction Database (ORD), a public repository of structured organic reaction records. Task: describe an organic reaction: reactants, conditions, products, and yield Reactants: [Li]CCCC (n-BuLi), BrC1=CN=C(N1C)C (5-bromo-1,2-dimethyl-1H-imidazole), CON(C(=O)C1CCOCC1)C (N-methoxy-N-methyltetrahydro-2H-pyran-4-carboxamide), Intermediate 1. Run in C1CCOC1 (THF), C1CCOC1 (THF), C1CCOC1 (THF). Run at time 30 minute. The product is CN1C(=NC=C1C(=O)C1CCOCC1)C ((1,2-Dimethyl-1H-imidazol-5-yl)(tetrahydro-2H-pyran-4-yl)methanone). Reaction SMILES: [Li]CCCC.Br[C:7]1[N:11]([CH3:12])[C:10]([CH3:13])=[N:9][CH:8]=1.CON(C)[C:17]([CH:19]1[CH2:24][CH2:23][O:22][CH2:21][CH2:20]1)=[O:18]>C1COCC1>[CH3:12][N:11]1[C:7]([C:17]([CH:19]2[CH2:24][CH2:23][O:22][CH2:21][CH2:20]2)=[O:18])=[CH:8][N:9]=[C:10]1[CH3:13]. Reported procedure: A solution of n-BuLi (4.0 mL, 10 mmol, 2.5 M solution in hexane) was slowly added to a solution of 5-bromo-1,2-dimethyl-1H-imidazole (1.77 g, 10.2 mmol) in THF (70 mL) at −78° C. After addition, stirring was continued for an additional 30 minutes and N-methoxy-N-methyltetrahydro-2H-pyran-4-carboxamide (1.76 g, 10.1 mmol, Intermediate 1: step a, Procedure A) dissolved in THF (25 mL) was slowly added. An additional 6 mL of THF was used to complete the quantitative addition. The mixture was stirred... The reactants are CC(=O)C1=CC=C(C=C1)OC (4-methoxyacetophenone), C=1(C(=CC=CC1)S(=O)(=O)[O-])C.C(C)[N+](CC)(CC)CC (tetraethylammonium toluene sulfonate), 50.9. Reagents/catalysts: [Pt] (platinum). Run in CO (methanol). Yields the product OC1=CC=C(C=C1)C(=O)C=O (4-hydroxyphenyl glyoxal). RXN SMILES: [CH3:1][C:2]([C:4]1[CH:9]=[CH:8][C:7]([O:10]C)=[CH:6][CH:5]=1)=[O:3].C1(C)C(S([O-])(=O)=[O:19])=CC=CC=1.C([N+](CC)(CC)CC)C>[Pt].CO>[OH:10][C:7]1[CH:6]=[CH:5][C:4]([C:2]([CH:1]=[O:19])=[O:3])=[CH:9][CH:8]=1 |f:1.2|. Procedure: In a standard undivided cell having a platinum anode and a glossy carbon cathode (33 cm2 each) there is charged 200 g methanol (65° C.), 11.3 g of 4-methoxyacetophenone (4-MAP), and 11.5 g tetraethylammonium toluene sulfonate. This electrolysis is conducted at a current density of about 30 mA/cm2 until a current passage of 50.9 Ah is charged (633% of theoretical value). According to an iodometrical determination, a current efficiency of 50% is obtained. About 150 g methanol is distilled off and ... Reactants: Cl (hydrogen chloride), O1CCOCC1 (1,4-dioxane), FC1=C(C=CC=C1F)[C@](CF)(C[C@@H](C(F)(F)F)O)N[S@](=O)C(C)(C)C ((R)-N-((2S,4S)-2-(2,3-difluorophenyl)-1,5,5,5-tetrafluoro-4-hydroxypentan-2-yl)-2-methylpropane-2-sulfinamide). Run in CO (MeOH), ClCCl (dichloromethane). Reaction conditions: time 10 minute. Product: N[C@](C[C@@H](C(F)(F)F)O)(CF)C1=C(C(=CC=C1)F)F ((2S,4S)-4-amino-4-(2,3-difluorophenyl)-1,1,1,5-tetrafluoropentan-2-ol). As a reaction SMILES: [F:1][C:2]1[C:7]([F:8])=[CH:6][CH:5]=[CH:4][C:3]=1[C@@:9]([NH:19][S@@](C(C)(C)C)=O)([CH2:12][C@H:13]([OH:18])[C:14]([F:17])([F:16])[F:15])[CH2:10][F:11].Cl.O1CCOCC1>ClCCl.CO>[NH2:19][C@@:9]([C:3]1[CH:4]=[CH:5][CH:6]=[C:7]([F:8])[C:2]=1[F:1])([CH2:10][F:11])[CH2:12][C@H:13]([OH:18])[C:14]([F:16])([F:17])[F:15]. Reported procedure: (R)-N-((2S,4S)-2-(2,3-difluorophenyl)-1,5,5,5-tetrafluoro-4-hydroxypentan-2-yl)-2-methylpropane-2-sulfinamide (2.48 g, 6.34 mmol) was dissolved in dichloromethane (12.0 mL) and MeOH (4.0 mL). To this solution was added hydrogen chloride, 4M in 1,4-dioxane (12.0 mL, 48.0 mmol). After stirred for 10 min, the mixture was concentrated, diluted with dichloromethane and washed with 1N NaOH followed by brine. The organic layer was dried over Na2SO4 and then filtered. The filtrate was concentrated and d... The reactants are NN1CCC(Oc2ccccc2Br)CC1, CCN=C=NCCCN(C)C, CCN(C(C)C)C(C)C, Cl, O=C(O)C(F)(F)F, CN(C)C=O, O, On1nnc2ccccc21, O=C(O)CC(=O)Nc1ccc(-c2ccccc2)cc1. Product: O=C(CC(=O)N1CCC(Oc2ccccc2Br)CC1)Nc1ccc(-c2ccccc2)cc1. RXN SMILES: [Br:58][c:59]1[c:60]([O:61][CH:62]2[CH2:63][CH2:64][N:65]([NH2:68])[CH2:66][CH2:67]2)[cH:69][cH:70][cH:71][cH:72]1.[CH3:39][CH2:40][N:41]=[C:42]=[N:43][CH2:44][CH2:45][CH2:46][N:47]([CH3:48])[CH3:49].[CH:30]([N:31]([CH2:32][CH3:33])[CH:34]([CH3:35])[CH3:36])([CH3:37])[CH3:38].[ClH:50].[F:51][C:52]([F:53])([F:54])[C:55]([OH:56])=[O:57].[O:73]=[CH:74][N:75]([CH3:76])[CH3:77].[OH2:78].[OH:20][n:21]1[c:22]2[c:23]([cH:24][cH:25][cH:26][cH:27]2)[n:28][n:29]1.[c:1]1(-[c:14]2[cH:15][cH:16][cH:17][cH:18][cH:19]2)[cH:2][cH:3][c:4]([NH:7][C:8]([CH2:9][C:10](=[O:11])[OH:12])=[O:13])[cH:5][cH:6]1>>[c:1]1(-[c:14]2[cH:15][cH:16][cH:17][cH:18][cH:19]2)[cH:2][cH:3][c:4]([NH:7][C:8]([CH2:9][C:10](=[O:12])[N:65]2[CH2:64][CH2:63][CH:62]([O:61][c:60]3[c:59]([Br:58])[cH:72][cH:71][cH:70][cH:69]3)[CH2:67][CH2:66]2)=[O:13])[cH:5][cH:6]1. Reactants: BrC=1C=C(NC1C)C(=O)NC1CCN(CC1)C1=CC(=NC(=N1)SC)C(=O)O (6-(4-{[(4-Bromo-5-methyl-1H-pyrrol-2-yl)carbonyl]amino}piperidin-1-yl)-2-(methylthio)pyrimidine-4-carboxylic acid), N (ammonia). The solvent is CO (MeOH). Product: BrC=1C=C(NC1C)C(=O)NC1CCN(CC1)C1=CC(=NC(=N1)SC)C(=O)N (6-(4-{[(4-Bromo-5-methyl-1H-pyrrol-2-yl)carbonyl]amino}piperidin-1-yl)-2-(methylthio)pyrimidine-4-carboxamide). Reaction SMILES: [Br:1][C:2]1[CH:3]=[C:4]([C:8]([NH:10][CH:11]2[CH2:16][CH2:15][N:14]([C:17]3[N:22]=[C:21]([S:23][CH3:24])[N:20]=[C:19]([C:25](O)=[O:26])[CH:18]=3)[CH2:13][CH2:12]2)=[O:9])[NH:5][C:6]=1[CH3:7].[NH3:28]>CO>[Br:1][C:2]1[CH:3]=[C:4]([C:8]([NH:10][CH:11]2[CH2:16][CH2:15][N:14]([C:17]3[N:22]=[C:21]([S:23][CH3:24])[N:20]=[C:19]([C:25]([NH2:28])=[O:26])[CH:18]=3)[CH2:13][CH2:12]2)=[O:9])[NH:5][C:6]=1[CH3:7]. Reported procedure: Title compound was synthesized by an analogous method to Example 8 by coupling 6-(4-{[(4-bromo-5-methyl-1H-pyrrol-2-yl)carbonyl]amino}piperidin-1-yl)-2-(methylthio) pyrimidine-4-carboxylic acid (Example 35) with 2 M ammonia in MeOH (commercially available). Reaction SMILES: [C:11](=[O:12])([O-:13])[O:14][CH2:15][CH3:16].[CH3:17][O-:18].[CH3:23][CH:24]([OH:25])[CH3:26].[CH3:27][c:28]1[cH:29][cH:30][cH:31][cH:32][c:33]1[CH3:34].[F:1][c:2]1[cH:3][cH:4][c:5]([CH2:8][C:9]#[N:10])[cH:6][cH:7]1.[K+:21].[Na+:19].[OH-:20].[OH2:22]>>[F:1][c:2]1[cH:3][cH:4][c:5]([CH:8]([C:9]#[N:10])[CH3:11])[cH:6][cH:7]1. Product: CC(C#N)c1ccc(F)cc1. Reactants: CCOC(=O)[O-], C[O-], CC(C)O, Cc1ccccc1C, N#CCc1ccc(F)cc1, [K+], [Na+], [OH-], O. The reactants are Oc1c(Cl)ccc(Br)c1F, O=C([O-])[O-], CN(C)C=O, O=C([O-])C(F)(F)Cl, [K+], [K+], [Na+], O. Yields the product Fc1c(Br)ccc(Cl)c1OC(F)F. As a reaction SMILES: [Br:1][c:2]1[c:3]([F:10])[c:4]([OH:9])[c:5]([Cl:8])[cH:6][cH:7]1.[C:19](=[O:20])([O-:21])[O-:22].[CH3:26][N:27]([CH3:28])[CH:29]=[O:30].[Cl:11][C:12]([C:13]([O-:14])=[O:15])([F:16])[F:17].[K+:23].[K+:24].[Na+:18].[OH2:25]>>[Br:1][c:2]1[c:3]([F:10])[c:4]([O:9][CH:12]([F:16])[F:17])[c:5]([Cl:8])[cH:6][cH:7]1. Reactants: S(O)(O)(=O)=O (sulphuric acid), O=O (oxygen), [O-]CC.[Na+] (sodium ethoxide), CN(C)CC(C#N)=C (2-Dimethylaminomethylacrylonitrile), C1(=CC=CC=C1)NN (phenylhydrazine), [O-]CC.[Na+] (sodium ethoxide). Solvent: C(C)O (ethanol). Yields the product CN(C)CC1C(NN(C1)C1=CC=CC=C1)=N (4-Dimethylaminomethyl-1-phenylpyrazolidin-3-imine). The yield is 81.7%. RXN SMILES: [CH3:1][N:2]([CH2:4][C:5](=[CH2:8])[C:6]#[N:7])[CH3:3].[C:9]1([NH:15][NH2:16])[CH:14]=[CH:13][CH:12]=[CH:11][CH:10]=1.[O-]CC.[Na+].O=O.S(=O)(=O)(O)O>C(O)C>[CH3:1][N:2]([CH2:4][CH:5]1[CH2:8][N:15]([C:9]2[CH:14]=[CH:13][CH:12]=[CH:11][CH:10]=2)[NH:16][C:6]1=[NH:7])[CH3:3] |f:2.3|. Procedure: 2-Dimethylaminomethylacrylonitrile (11.0g) was added in one portion to a solution of phenylhydrazine (10.8g) and sodium ethoxide (2.3g sodium) in ethanol (100 ml). The product was rapidly oxidised in alkaline solution to a deep purple material; contact with oxygen was prevented by vigorous boiling of the solvent during 11/2 hours reflux. After cooling, the sodium ethoxide was neutralised with sulphuric acid (50 ml 2N) and the mixture was extracted with chloroform (3 × 100 ml). Evaporation of the... Starting materials: Clc1ccccc1, NC(=S)Nc1c(Cl)cccc1Cl. Yields the product S=C=Nc1c(Cl)cccc1Cl. As a reaction SMILES: [Cl:13][c:14]1[cH:15][cH:16][cH:17][cH:18][cH:19]1.[Cl:1][c:2]1[c:3]([NH:9][C:10](=[S:11])[NH2:12])[c:4]([Cl:8])[cH:5][cH:6][cH:7]1>>[Cl:1][c:2]1[c:3]([N:9]=[C:10]=[S:11])[c:4]([Cl:8])[cH:5][cH:6][cH:7]1. The reactants are CCn1cc(Br)cc(C)c1=O, CC(c1ccc(B2OC(C)(C)C(C)(C)O2)cc1)N1CCC(CC(C)(C)O)(c2ccccc2)OC1=O. Yields the product CCn1cc(-c2ccc(C(C)N3CCC(CC(C)(C)O)(c4ccccc4)OC3=O)cc2)cc(C)c1=O. RXN SMILES: [Br:36][c:37]1[cH:38][c:39]([CH3:46])[c:40](=[O:45])[n:41]([CH2:43][CH3:44])[cH:42]1.[OH:1][C:2]([CH2:3][C:4]1([c:28]2[cH:29][cH:30][cH:31][cH:32][cH:33]2)[CH2:5][CH2:6][N:7]([CH:11]([CH3:12])[c:13]2[cH:14][cH:15][c:16]([B:19]3[O:20][C:21]([CH3:22])([CH3:23])[C:24]([CH3:25])([CH3:26])[O:27]3)[cH:17][cH:18]2)[C:8](=[O:10])[O:9]1)([CH3:34])[CH3:35]>>[OH:1][C:2]([CH2:3][C:4]1([c:28]2[cH:29][cH:30][cH:31][cH:32][cH:33]2)[CH2:5][CH2:6][N:7]([CH:11]([CH3:12])[c:13]2[cH:14][cH:15][c:16](-[c:37]3[cH:38][c:39]([CH3:46])[c:40](=[O:45])[n:41]([CH2:43][CH3:44])[cH:42]3)[cH:17][cH:18]2)[C:8](=[O:10])[O:9]1)([CH3:34])[CH3:35].